This data is from the Open Reaction Database (ORD), a public repository of structured organic reaction records. The task is: describe an organic reaction: reactants, conditions, products, and yield Starting materials: CC(=O)N1CCC(C(=O)c2ccc(F)cc2)CC1, OCCO, Cc1ccc(S(=O)(=O)O)cc1, O, c1ccccc1. Yields the product CC(=O)N1CCC(C2(c3ccc(F)cc3)OCCO2)CC1. RXN SMILES: [C:1]([CH3:2])(=[O:3])[N:4]1[CH2:5][CH2:6][CH:7]([C:10]([c:11]2[cH:12][cH:13][c:14]([F:17])[cH:15][cH:16]2)=[O:18])[CH2:8][CH2:9]1.[CH2:19]([CH2:20][OH:21])[OH:22].[CH3:23][c:24]1[cH:25][cH:26][c:27]([S:28](=[O:29])(=[O:30])[OH:31])[cH:32][cH:33]1.[OH2:40].[cH:34]1[cH:35][cH:36][cH:37][cH:38][cH:39]1>>[C:1]([CH3:2])(=[O:3])[N:4]1[CH2:5][CH2:6][CH:7]([C:10]2([c:11]3[cH:12][cH:13][c:14]([F:17])[cH:15][cH:16]3)[O:18][CH2:19][CH2:20][O:21]2)[CH2:8][CH2:9]1. Starting materials: COC(=O)CBr, C1CCOC1, C=CCOCCOCCO, [H-], [Na+]. Product: C=CCOCCOCCOCC(=O)OC. RXN SMILES: [Br:13][CH2:14][C:15](=[O:16])[O:17][CH3:18].[CH2:19]1[O:20][CH2:21][CH2:22][CH2:23]1.[CH2:1]([CH:2]=[CH2:3])[O:4][CH2:5][CH2:6][O:7][CH2:8][CH2:9][OH:10].[H-:12].[Na+:11]>>[CH2:1]([CH:2]=[CH2:3])[O:4][CH2:5][CH2:6][O:7][CH2:8][CH2:9][O:10][CH2:14][C:15](=[O:16])[O:17][CH3:18]. Reactants: C(C)OCC (diethyl ether), COC=1C=C2C=CC(=CC2=CC1)OS(=O)(=O)C(F)(F)F (Trifluoromethanesulfonic acid 6-methoxy-2-naphthalenyl ester), COC(C(=C)[Sn](CCCC)(CCCC)CCCC)=O (2-(tributylstannyl)-2-propenoic acid methyl ester), [Cl-].[Li+] (lithium chloride). The reagents and catalysts are C=1C=CC(=CC1)[P](C=2C=CC=CC2)(C=3C=CC=CC3)[Pd]([P](C=4C=CC=CC4)(C=5C=CC=CC5)C=6C=CC=CC6)([P](C=7C=CC=CC7)(C=8C=CC=CC8)C=9C=CC=CC9)[P](C=1C=CC=CC1)(C=1C=CC=CC1)C=1C=CC=CC1 (tetrakis(triphenylphosphine)palladium(0)), [Cu]I (copper(1)iodide). The solvent is CN(C=O)C (dimethylformamide). Conditions: time 48 hour. Product: COC(C(C1=CC2=CC=C(C=C2C=C1)OC)=C)=O (6-Methoxy-α-methylene-2-naphthaleneacetic acid methyl ester). Yield: 70.6%. As a reaction SMILES: [CH3:1][O:2][C:3]1[CH:4]=[C:5]2[C:10](=[CH:11][CH:12]=1)[CH:9]=[C:8](OS(C(F)(F)F)(=O)=O)[CH:7]=[CH:6]2.[CH3:21][O:22][C:23](=[O:39])[C:24]([Sn](CCCC)(CCCC)CCCC)=[CH2:25].[Cl-].[Li+].C(OCC)C>CN(C)C=O.C1C=CC([P]([Pd]([P](C2C=CC=CC=2)(C2C=CC=CC=2)C2C=CC=CC=2)([P](C2C=CC=CC=2)(C2C=CC=CC=2)C2C=CC=CC=2)[P](C2C=CC=CC=2)(C2C=CC=CC=2)C2C=CC=CC=2)(C2C=CC=CC=2)C2C=CC=CC=2)=CC=1.[Cu]I>[CH3:21][O:22][C:23](=[O:39])[C:24](=[CH2:25])[C:8]1[CH:7]=[CH:6][C:5]2[C:10](=[CH:11][CH:12]=[C:3]([O:2][CH3:1])[CH:4]=2)[CH:9]=1 |f:2.3,^1:55,57,76,95|. Reported procedure: To a room temperature solution of 0.306 g of product from Example 9 in 10 ml of dimethylformamide is added 0.938 g of 2-(tributylstannyl)-2-propenoic acid methyl ester, 0.116 g of tetrakis(triphenylphosphine)palladium(0), 0.143 g of copper(1)iodide and 0.128 g of lithium chloride. The resulting reaction mixture is stirred, at room temperature, for 48 hours and then poured into 100 ml of diethyl ether. The layers are separate, the organic layer is washed with water and saturated sodium chloride, ... Reactants: Cl.NC1(C(CCC1)NC(C1=C(C=CC=C1)N1N=CC=N1)=O)C (N-(2-amino-2-methylcyclopentyl)-2-(2H-1,2,3-triazol-2-yl)benzamide hydrochloride), Cl.NC1(C(CCC1)NC(C1=C(C=CC=C1)N1N=CC=N1)=O)C (N-(2-amino-2-methylcyclopentyl)-2-(2H-1,2,3-triazol-2-yl)benzamide hydrochloride), BrC1=NC=C(C=C1)OC(F)(F)F (2-bromo-5-(trifluoromethoxy)pyridine), C=1C=CC(=CC1)P(C=2C=CC=CC2)C3=CC=C4C=CC=CC4=C3C5=C6C=CC=CC6=CC=C5P(C=7C=CC=CC7)C=8C=CC=CC8 (BINAP), CC(C)([O-])C.[Na+] (sodium tert-butoxide). Reagents/catalysts: C=1C=CC(=CC1)/C=C/C(=O)/C=C/C2=CC=CC=C2.C=1C=CC(=CC1)/C=C/C(=O)/C=C/C2=CC=CC=C2.C=1C=CC(=CC1)/C=C/C(=O)/C=C/C2=CC=CC=C2.[Pd].[Pd] (tris(dibenzylideneacetone)dipalladium(0)). The solvent is C1(=CC=CC=C1)C (toluene). Run at temperature 140 celsius. The product is CC1(C(CCC1)NC(C1=C(C=CC=C1)N1N=CC=N1)=O)NC1=NC=C(C=C1)OC(F)(F)F (N-(2-Methyl-2-{[5-(trifluoromethoxy)pyridin-2-yl]amino}cyclopentyl)-2-(2H-1,2,3-triazol-2-yl)benzamide). RXN SMILES: Cl.[NH2:2][C:3]1([CH3:22])[CH2:7][CH2:6][CH2:5][CH:4]1[NH:8][C:9](=[O:21])[C:10]1[CH:15]=[CH:14][CH:13]=[CH:12][C:11]=1[N:16]1[N:20]=[CH:19][CH:18]=[N:17]1.Br[C:24]1[CH:29]=[CH:28][C:27]([O:30][C:31]([F:34])([F:33])[F:32])=[CH:26][N:25]=1.C1C=CC(P(C2C(C3C(P(C4C=CC=CC=4)C4C=CC=CC=4)=CC=C4C=3C=CC=C4)=C3C(C=CC=C3)=CC=2)C2C=CC=CC=2)=CC=1.CC(C)([O-])C.[Na+]>C1(C)C=CC=CC=1.C1C=CC(/C=C/C(/C=C/C2C=CC=CC=2)=O)=CC=1.C1C=CC(/C=C/C(/C=C/C2C=CC=CC=2)=O)=CC=1.C1C=CC(/C=C/C(/C=C/C2C=CC=CC=2)=O)=CC=1.[Pd].[Pd]>[CH3:22][C:3]1([NH:2][C:24]2[CH:29]=[CH:28][C:27]([O:30][C:31]([F:32])([F:34])[F:33])=[CH:26][N:25]=2)[CH2:7][CH2:6][CH2:5][CH:4]1[NH:8][C:9](=[O:21])[C:10]1[CH:15]=[CH:14][CH:13]=[CH:12][C:11]=1[N:16]1[N:17]=[CH:18][CH:19]=[N:20]1 |f:0.1,4.5,7.8.9.10.11|. Reported procedure: A solution of N-(2-amino-2-methylcyclopentyl)-2-(2H-1,2,3-triazol-2-yl)benzamide hydrochloride (Intermediate 26; 150 mg, 0.47 mmol), 2-bromo-5-(trifluoromethoxy)pyridine (CAS number 888327-36-4; 118 mg, 0.49 mmol), BINAP (29 mg, 0.047 mmol), tris(dibenzylideneacetone)dipalladium(0) (21.34 mg, 0.023 mmol) and sodium tert-butoxide (63 mg, 0.65 mmol) in dry toluene (1.6 ml) was sealed, evacuated and purged with nitrogen. The reaction was heated at 140° C. for 17 hours and was then partitioned betwe... The reactants are ClC1=C(CN(CC)CC)C=CC(=C1)[N+](=O)[O-] ((2-chloro-4-nitro-benzyl)-diethyl-amine). Reagents/catalysts: [Ni] (Raney nickel). Solvent: C1CCOC1 (THF). Reaction conditions: time 7.5 hour. Yields the product ClC=1C=C(C=CC1CN(CC)CC)N (3-chloro-4-diethylaminomethyl-phenylamine). Reaction SMILES: [Cl:1][C:2]1[CH:13]=[C:12]([N+:14]([O-])=O)[CH:11]=[CH:10][C:3]=1[CH2:4][N:5]([CH2:8][CH3:9])[CH2:6][CH3:7]>[Ni].C1COCC1>[Cl:1][C:2]1[CH:13]=[C:12]([NH2:14])[CH:11]=[CH:10][C:3]=1[CH2:4][N:5]([CH2:8][CH3:9])[CH2:6][CH3:7]. Procedure: A suspension of 0.700 g (2.884 mmol) (2-chloro-4-nitro-benzyl)-diethyl-amine (Z35a) and 0.400 g Raney nickel in 20 mL THF was hydrogenated for 7.5 h at RT and 25 psi. The catalyst was filtered off and the filtrate was evaporated down i. vac. The crude product was purified by column chromatography (Alox, neutral, act. II-III, petroleum ether/EtOAc 4:1). The reactants are N[C@@H](CC1=CC=CC=C1)C(=O)O (L-phenylalanine), C1(C=2C(C(=O)O1)=CC=CC2)=O (phthalic anhydride), C1(=CC=CC=C1)C[C@@H](C(=O)O)N1C(C=2C(C1=O)=CC=CC2)=O (3-phenyl-2(S)-phthalimidopropionic acid), nitrile, acid chloride, C(#N)C([C@H](CC1=CC=CC=C1)N1C(C=2C(C1=O)=CC=CC2)=O)O (1-cyano-3-phenyl-2(S)-phthalimidopropan-1-ol), C1(=CC=CC=C1)C[C@@H](C(=O)Cl)N1C(C=2C(C1=O)=CC=CC2)=O (3-phenyl-2(S)-phthalimidopropionic acid chloride), formula VI, C1(=CC=CC=C1)C[C@@H](C=O)N1C(C=2C(C1=O)=CC=CC2)=O (3-phenyl-2(S)-phthalimidopropan-1-al). Product: N[C@H](C(C(=O)O)O)CC1=CC=CC=C1 (3(S)-amino-2-hydroxy-4-phenylbutyric acid). Reaction SMILES: [NH2:1][C@H:2]([C:10]([OH:12])=O)[CH2:3][C:4]1[CH:9]=[CH:8][CH:7]=[CH:6][CH:5]=1.C1(=O)[O:18][C:16](=[O:17])C2=CC=CC=C12.C1(C[C@H](N2C(=O)C3=CC=CC=C3C2=O)C(O)=O)C=CC=CC=1.C1(C[C@H](N2C(=O)C3=CC=CC=C3C2=O)C(Cl)=O)C=CC=CC=1.C1(C[C@H](N2C(=O)C3=CC=CC=C3C2=O)C=O)C=CC=CC=1.C(C(O)[C@@H](N1C(=O)C2=CC=CC=C2C1=O)CC1C=CC=CC=1)#N>>[NH2:1][C@@H:2]([CH2:3][C:4]1[CH:5]=[CH:6][CH:7]=[CH:8][CH:9]=1)[CH:10]([OH:12])[C:16]([OH:18])=[O:17]. Reported procedure: L-phenylalanine of the formula ##STR2## is reacted with phthalic anhydride, b) the resultant 3-phenyl-2(S)-phthalimidopropionic acid of the formula ##STR3## is converted into the corresponding acid chloride, c) the resultant 3-phenyl-2(S)-phthalimidopropionic acid chloride of the formula ##STR4## is reduced, d) the resultant 3-phenyl-2(S)-phthalimidopropan-1-al of the formula ##STR5## is transformed into the 1-cyano-3-phenyl-2(S)-phthalimidopropan-1-ol of the formula ##STR6## e) the resultant ni... Reactants: ClC1=NC=C(C#N)C=C1 (6-Chloronicotinonitrile), N1CCNCC1 (piperazine). The solvent is C(C)#N (acetonitrile), O (water). Run at temperature 60 celsius. Product: N1(CCNCC1)C1=NC=C(C#N)C=C1 (6-Piperazin-1-yl-nicotinonitrile). As a reaction SMILES: Cl[C:2]1[CH:9]=[CH:8][C:5]([C:6]#[N:7])=[CH:4][N:3]=1.[NH:10]1[CH2:15][CH2:14][NH:13][CH2:12][CH2:11]1>C(#N)C.O>[N:10]1([C:2]2[CH:9]=[CH:8][C:5]([C:6]#[N:7])=[CH:4][N:3]=2)[CH2:15][CH2:14][NH:13][CH2:12][CH2:11]1. Reported procedure: 6-Chloronicotinonitrile (500 mg, 3.61 mmole) and piperazine (930 mg, 10.8 mmole) were dissolved in 20 ml of acetonitrile and heated at 60° C. under N2 for 5 hours. The mixture was cooled to room temperature, diluted with water and extracted with dichloromethane (5×). The combined organics were dried over sodium sulfate, filtered, and concentrated to provide the title compound. 1H NMR (300 MHz, CDCl3) δ 8.40 (d, J=1.70 Hz, 1H) 7.60 (dd, J=8.81, 2.37 Hz, 1H) 6.59 (d, J=8.48 Hz, 1H) 3.57-3.75 (m, 4... Reactants: CCOC(=O)c1c(Br)nc(-c2ccccc2)c([N+](=O)[O-])c1C(=O)OCC, CC(=O)O, CCO, [Fe]. Yields the product CCOC(=O)c1c(Br)nc(-c2ccccc2)c(N)c1C(=O)OCC. As a reaction SMILES: [Br:1][c:2]1[n:3][c:4](-[c:21]2[cH:22][cH:23][cH:24][cH:25][cH:26]2)[c:5]([N+:18]([O-:19])=[O:20])[c:6]([C:13](=[O:14])[O:15][CH2:16][CH3:17])[c:7]1[C:8](=[O:9])[O:10][CH2:11][CH3:12].[CH3:27][C:28](=[O:29])[OH:30].[CH3:31][CH2:32][OH:33].[Fe:34]>>[Br:1][c:2]1[n:3][c:4](-[c:21]2[cH:22][cH:23][cH:24][cH:25][cH:26]2)[c:5]([NH2:18])[c:6]([C:13](=[O:14])[O:15][CH2:16][CH3:17])[c:7]1[C:8](=[O:9])[O:10][CH2:11][CH3:12]. Starting materials: [H-].[H-].[H-].[H-].[Li+].[Al+3] (LAH), COC(C1CCN(CC1)C(=O)OC(C)(C)C)=O (N-Boc-Isonipecotic acid methyl ester), CCCCCC.CCOCC (hexane ether). Solvent: Cl (HCl), C1CCOC1 (THF). Reaction conditions: time 2 hour. Product: C(=O)(OC(C)(C)C)N1CCC(CC1)CO (N-Boc-4-Piperidinyl methanol). RXN SMILES: [H-].[H-].[H-].[H-].[Li+].[Al+3].C[O:8][C:9](=O)[CH:10]1[CH2:15][CH2:14][N:13]([C:16]([O:18][C:19]([CH3:22])([CH3:21])[CH3:20])=[O:17])[CH2:12][CH2:11]1.CCCCCC.CCOCC>C1COCC1.Cl>[C:16]([N:13]1[CH2:14][CH2:15][CH:10]([CH2:9][OH:8])[CH2:11][CH2:12]1)([O:18][C:19]([CH3:22])([CH3:21])[CH3:20])=[O:17] |f:0.1.2.3.4.5,7.8|. Procedure details: LAH (3.8 g, 100 mmol) was added portionwise to a solution the ester 2-3c (20.3 g, 83.5 mmol) in THF (300 mL) at 0° C. under argon. After the addition was complete, the mixture was stirred for 2 hours then poured onto ice, IN HCl was added and the slurry extracted 3× EtOAc. The organic layer was washed with water then brine, dried (MgSO4) and concentrated to give a white solid. The solid was swished with hexane/ether 9:1 and filtered to provide the alcohol 2-3.